This data is from the Open Reaction Database (ORD), a public repository of structured organic reaction records. The task is: describe an organic reaction: reactants, conditions, products, and yield Starting materials: [OH-].[Na+] (Sodium hydroxide), C(#N)C=1C=C(C=CC1OC(C)C)C1=NC(=NO1)C=1C=C2C=C(NC2=CC1)CCC(=O)OCC (ethyl 3-[5-(5-{3-cyano-4-[(1-methylethyl)oxy]phenyl}-1,2,4-oxadiazol-3-yl)-1H-indol-2-yl]propanoate), Cl (HCl). Solvent: C1CCOC1 (THF), C(C)(C)O (isopropanol), O (water). Run at time 8 hour. The product is C(#N)C=1C=C(C=CC1OC(C)C)C1=NC(=NO1)C=1C=C2C=C(NC2=CC1)CCC(=O)O (3-[5-(5-{3-cyano-4-[(1-methylethyl)oxy]phenyl}-1,2,4-oxadiazol-3-yl)-1H-indol-2-yl]propanoic acid). Yield: 9.4%. Reaction SMILES: [OH-].[Na+].[C:3]([C:5]1[CH:6]=[C:7]([C:15]2[O:19][N:18]=[C:17]([C:20]3[CH:21]=[C:22]4[C:26](=[CH:27][CH:28]=3)[NH:25][C:24]([CH2:29][CH2:30][C:31]([O:33]CC)=[O:32])=[CH:23]4)[N:16]=2)[CH:8]=[CH:9][C:10]=1[O:11][CH:12]([CH3:14])[CH3:13])#[N:4].Cl>C1COCC1.C(O)(C)C.O>[C:3]([C:5]1[CH:6]=[C:7]([C:15]2[O:19][N:18]=[C:17]([C:20]3[CH:21]=[C:22]4[C:26](=[CH:27][CH:28]=3)[NH:25][C:24]([CH2:29][CH2:30][C:31]([OH:33])=[O:32])=[CH:23]4)[N:16]=2)[CH:8]=[CH:9][C:10]=1[O:11][CH:12]([CH3:14])[CH3:13])#[N:4] |f:0.1|. Procedure: Sodium hydroxide (61 mg) was added to a solution of ethyl 3-[5-(5-{3-cyano-4-[(1-methylethyl)oxy]phenyl}-1,2,4-oxadiazol-3-yl)-1H-indol-2-yl]propanoate (D114) (68 mg) in THF (5 mL), isopropanol (5 mL) and water (2.5 mL). The reaction mixture was stirred at room temperature overnight. The mixture was neutralized with 2M HCl till pH ˜6.0. The solvent was concentrated, and the residue was dissolved in water. The precipitated solid was purified by Mass Directed Auto Prep to afford 3-[5-(5-{3-cyano-4... Reactants: COc1cc([N+](=O)[O-])ccc1Cl, NCCN1CCCC1. Product: COc1cc([N+](=O)[O-])ccc1NCCN1CCCC1. Reaction SMILES: [Cl:1][c:2]1[c:3]([O:11][CH3:12])[cH:4][c:5]([N+:8](=[O:9])[O-:10])[cH:6][cH:7]1.[N:13]1([CH2:18][CH2:19][NH2:20])[CH2:14][CH2:15][CH2:16][CH2:17]1>>[c:2]1([NH:20][CH2:19][CH2:18][N:13]2[CH2:14][CH2:15][CH2:16][CH2:17]2)[c:3]([O:11][CH3:12])[cH:4][c:5]([N+:8](=[O:9])[O-:10])[cH:6][cH:7]1.